This data is from the Open Reaction Database (ORD), a public repository of structured organic reaction records. The task is: describe an organic reaction: reactants, conditions, products, and yield Reactants: C(C)(=O)C=1C=NC=CC1 (3-acetylpyridine), C(C)(=O)C1=NC=CC=C1 (2-acetylpyridine). The product is N1=C(C=CC=C1)[C@@H](C)O ((R)-1-(2-pyridyl)ethanol). RXN SMILES: C(C1C=NC=CC=1)(=O)C.[C:10]([C:13]1[CH:18]=[CH:17][CH:16]=[CH:15][N:14]=1)(=[O:12])[CH3:11]>>[N:14]1[CH:15]=[CH:16][CH:17]=[CH:18][C:13]=1[C@H:10]([OH:12])[CH3:11]. Procedure details: Example 1 was repeated except that 3-acetylpyridine used in Example 1 was replaced by 2-acetylpyridine to obtain (R)-1-(2-pyridyl)ethanol. According to a high-speed liquid chromatography using an optical resolution column (CHIRAL CEL OB made by Daicel K. K.), its optical purity was 95% ee or higher.